From a dataset of the Open Reaction Database (ORD), a public repository of structured organic reaction records. describe an organic reaction: reactants, conditions, products, and yield Reactants: O=C([O-])C=CC(=O)[O-], [Cl-], S=C1CN=C(c2ccccc2Cl)c2cc(Cl)ccc2N1, ClCCCN1CCOCC1, Cl, [K+], [Na+], C1CCOC1, [OH-], O=C(O)C=CC(=O)O. Yields the product O=C(O)C=CC(=O)O, Clc1ccc2c(c1)C(c1ccccc1Cl)=NCC(SCCCN1CCOCC1)=N2. Reaction SMILES: [C:34]([CH:35]=[CH:36][C:37](=[O:38])[O-:39])(=[O:40])[O-:41].[Cl-:51].[Cl:1][c:2]1[c:3]([C:8]2=[N:9][CH2:10][C:11](=[S:20])[NH:12][c:13]3[c:14]2[cH:15][c:16]([Cl:19])[cH:17][cH:18]3)[cH:4][cH:5][cH:6][cH:7]1.[Cl:24][CH2:25][CH2:26][CH2:27][N:28]1[CH2:29][CH2:30][O:31][CH2:32][CH2:33]1.[ClH:23].[K+:22].[Na+:50].[O:52]1[CH2:53][CH2:54][CH2:55][CH2:56]1.[OH-:21].[OH:42][C:43]([CH:44]=[CH:45][C:46](=[O:47])[OH:48])=[O:49]>>[C:34]([CH:35]=[CH:36][C:37](=[O:38])[OH:39])(=[O:40])[OH:41].[Cl:1][c:2]1[c:3]([C:8]2=[N:9][CH2:10][C:11]([S:20][CH2:25][CH2:26][CH2:27][N:28]3[CH2:29][CH2:30][O:31][CH2:32][CH2:33]3)=[N:12][c:13]3[c:14]2[cH:15][c:16]([Cl:19])[cH:17][cH:18]3)[cH:4][cH:5][cH:6][cH:7]1. The reactants are [Al+3], ClB(Cl)Cl, CSC#N, CCc1ccc(O)cc1, [Cl-], [Cl-], [Cl-], ClCCl, [Na+], [OH-]. Product: CCc1ccc(O)c(C#N)c1. As a reaction SMILES: [Al+3:19].[B:10]([Cl:11])([Cl:12])[Cl:13].[CH3:14][S:15][C:16]#[N:17].[CH3:1][CH2:2][c:3]1[cH:4][cH:5][c:6]([OH:7])[cH:8][cH:9]1.[Cl-:18].[Cl-:20].[Cl-:21].[Cl:24][CH2:25][Cl:26].[Na+:23].[OH-:22]>>[CH3:1][CH2:2][c:3]1[cH:4][c:5]([C:16]#[N:17])[c:6]([OH:7])[cH:8][cH:9]1.